Task: describe an organic reaction: reactants, conditions, products, and yield. Dataset: the Open Reaction Database (ORD), a public repository of structured organic reaction records Starting materials: ClC1=C(C(=O)Cl)C=C(C(=C1)F)F (2-chloro-4,5-difluorobenzoylchloride), [F-].[K+] (potassium fluoride). Product: ClC1=C(C(=O)F)C=C(C(=C1)F)F (2-chloro-4,5-difluorobenzoyl fluoride). Reaction SMILES: [Cl:1][C:2]1[CH:10]=[C:9]([F:11])[C:8]([F:12])=[CH:7][C:3]=1[C:4](Cl)=[O:5].[F-:13].[K+]>>[Cl:1][C:2]1[CH:10]=[C:9]([F:11])[C:8]([F:12])=[CH:7][C:3]=1[C:4]([F:13])=[O:5] |f:1.2|. Reported procedure: Into a 200 cc glass reactor equipped with a reflux condensor, 50 g of 2-chloro-4,5-difluorobenzoylchloride, 13.7 g of spray dried potassium fluoride and 100 g of sulforane were charged and reacted at 135° C. for 4 hours under stirring. After cooling, the inorganic salts were filtered off, and the residue was subjected to distillation under reduced pressure to obtain 42 g of 2-chloro-4,5-difluorobenzoyl fluoride. The physical properties of the obtained 2-choloro-4,5-difluorobenzoyl fluoride were ... Starting materials: [OH-].[K+] (potassium hydroxide), BrC=1C=C(C=CC1)C1=NN=C(N1C)C(C)(OC1=C(C=C(C=C1F)F)F)C (3-(3-bromophenyl)-4-methyl-5-[1-methyl-1-(2,4,6-trifluorophenoxy)ethyl]-4H-1,2,4-triazole), CN1CCCC1=O (NMP), C(Cl)(Cl)Cl (Chloroform), O (water). The reagents and catalysts are [C-]#N.[Zn+2].[C-]#N (Zinc cyanide), C=1C=CC(=CC1)[P](C=2C=CC=CC2)(C=3C=CC=CC3)[Pd]([P](C=4C=CC=CC4)(C=5C=CC=CC5)C=6C=CC=CC6)([P](C=7C=CC=CC7)(C=8C=CC=CC8)C=9C=CC=CC9)[P](C=1C=CC=CC1)(C=1C=CC=CC1)C=1C=CC=CC1 (tetrakis(triphenylphosphine)palladium). Reaction conditions: temperature 100 celsius, time 3 hour. Product: CN1C(=NN=C1C(C)(OC1=C(C=C(C=C1F)F)F)C)C=1C=C(C#N)C=CC1 (3-{4-methyl-5-[1-methyl-1-(2,4,6-trifluorophenoxy)ethyl]-4H-1,2,4-triazol-3-yl}benzonitrile). As a reaction SMILES: [OH-].[K+].Br[C:4]1[CH:5]=[C:6]([C:10]2[N:14]([CH3:15])[C:13]([C:16]([CH3:28])([O:18][C:19]3[C:24]([F:25])=[CH:23][C:22]([F:26])=[CH:21][C:20]=3[F:27])[CH3:17])=[N:12][N:11]=2)[CH:7]=[CH:8][CH:9]=1.C(Cl)(Cl)Cl.O.[CH3:34][N:35]1C(=O)CCC1>[C-]#N.[Zn+2].[C-]#N.C1C=CC([P]([Pd]([P](C2C=CC=CC=2)(C2C=CC=CC=2)C2C=CC=CC=2)([P](C2C=CC=CC=2)(C2C=CC=CC=2)C2C=CC=CC=2)[P](C2C=CC=CC=2)(C2C=CC=CC=2)C2C=CC=CC=2)(C2C=CC=CC=2)C2C=CC=CC=2)=CC=1>[CH3:15][N:14]1[C:13]([C:16]([CH3:28])([O:18][C:19]2[C:24]([F:25])=[CH:23][C:22]([F:26])=[CH:21][C:20]=2[F:27])[CH3:17])=[N:12][N:11]=[C:10]1[C:6]1[CH:5]=[C:4]([CH:9]=[CH:8][CH:7]=1)[C:34]#[N:35] |f:0.1,6.7.8,^1:49,51,70,89|. Reported procedure: Zinc cyanide (118 mg), potassium hydroxide (75 mg) and tetrakis(triphenylphosphine)palladium (0) (290 mg) were sequentially added to a solution of 3-(3-bromophenyl)-4-methyl-5-[1-methyl-1-(2,4,6-trifluorophenoxy)ethyl]-4H-1,2,4-triazole (356 mg) in NMP (5 ml) under an argon atmosphere, followed by stirring at 100° C. for 3 hours. Chloroform and water were added to the reaction solution, the precipitated solid was separated by celite filtration, followed by extraction. The organic layer was washe... Starting materials: CC(C)(C)[O-].[K+] (t-BuOK), CC(C)(C)O (t-BuOH), C1CCOC1 (THF), ketone, FC1=CC=C(C=C1)C1=C(C(=NN1)N1CCN(CC1)C(=O)OC(C)(C)C)C1=CC=NC=C1 (1,1-dimethylethyl 4-[5-(4-fluorophenyl)-4-(4-pyridinyl)-1H-pyrazol-3-yl]-1-piperazinecarboxylate), C1CCOC1 (THF), C(C1=CC=CC=C1)OC(=O)NCC(=O)C1C(=O)N(C(C1)=O)O (N-benzyloxycarbonyl-glycinyl N-hydroxysuccinimide), C1CCOC1 (THF), O.NN (Hydrazine monohydrate). Solvent: CC(=O)O (AcOH), O (water), C(C)(=O)OCC (ethyl acetate), O (water). Reaction conditions: time 1 hour. Product: C(C1=CC=CC=C1)OC(=O)N1N=C(C(=C1CN)C1=CC=NC=C1)C1=CC=C(C=C1)F (N-benzyloxycarbonyl-5-aminomethyl-4-(4-pyridyl)-3-(4-fluorophenyl)pyrazole). RXN SMILES: [CH3:1][C:2]([O-])([CH3:4])[CH3:3].[K+].[CH3:7][C:8](O)([CH3:10])C.[F:12][C:13]1[CH:18]=[CH:17][C:16]([C:19]2[NH:23][N:22]=[C:21](N3CCN(C(OC(C)(C)C)=O)CC3)[C:20]=2[C:37]2[CH:42]=[CH:41][N:40]=[CH:39][CH:38]=2)=[CH:15][CH:14]=1.C(O[C:51]([NH:53]CC(C1CC(=O)N(O)C1=O)=O)=O)C1C=CC=CC=1.[OH2:65].NN.C1[CH2:72][O:71]CC1>O.C(OCC)(=O)C.CC(O)=O>[CH2:1]([O:65][C:72]([N:22]1[C:21]([CH2:51][NH2:53])=[C:20]([C:37]2[CH:38]=[CH:39][N:40]=[CH:41][CH:42]=2)[C:19]([C:16]2[CH:15]=[CH:14][C:13]([F:12])=[CH:18][CH:17]=2)=[N:23]1)=[O:71])[C:2]1[CH:4]=[CH:10][CH:8]=[CH:7][CH:3]=1 |f:0.1,5.6|. Reported procedure: A 3 L round bottom flask fitted with a mechanical stirrer, N2 inlet and an addition funnel was was charged wtih 557 mL (0.56 mol) of 1 M t-BuOK in THF and 53 mL (0.56 mol) of t-BuOH. The ketone, 1 (60 g, 0.28 mol) was dissolved in 600 mL of THF and added to the stirred mixture at room temperature. A yellow precipitate formed and the mixture was stirred for 1 h. N-benzyloxycarbonyl-glycinyl N-hydroxysuccinimide (128.6 g, 0.42 mol) was dissolved in 600 mL of THF and added dropwise at r.t. over 1 h...